This data is from the Open Reaction Database (ORD), a public repository of structured organic reaction records. The task is: describe an organic reaction: reactants, conditions, products, and yield Starting materials: [Na] (sodium), [N+](=O)([O-])C1=CC=C(C=C1)S (p-nitrophenyl mercaptan), CC(CCBr)CCC=C(C)C (3,7-dimethyloct-6-enyl bromide). The solvent is CO (methanol). Run at time 0.5 hour. Yields the product [N+](=O)([O-])C1=CC=C(C=C1)SCCC(CCC=C(C)C)C (3,7-dimethyloct-6-enyl p-nitrophenyl sulfide). RXN SMILES: [Na].[N+:2]([C:5]1[CH:10]=[CH:9][C:8]([SH:11])=[CH:7][CH:6]=1)([O-:4])=[O:3].[CH3:12][CH:13]([CH2:17][CH2:18][CH:19]=[C:20]([CH3:22])[CH3:21])[CH2:14][CH2:15]Br>CO>[N+:2]([C:5]1[CH:10]=[CH:9][C:8]([S:11][CH2:15][CH2:14][CH:13]([CH3:12])[CH2:17][CH2:18][CH:19]=[C:20]([CH3:22])[CH3:21])=[CH:7][CH:6]=1)([O-:4])=[O:3] |^1:0|. Procedure details: To a solution of 2 g. of sodium in 50 ml. of methanol at about 0° is added about 35 g. of p-nitrophenyl mercaptan. After about 0.5 hour, about 15 g. of 3,7-dimethyloct-6-enyl bromide is added and then the mixture refluxed for about 3 hours. Then the solvent is evaporated and the concentrate taken up in petroleum ether which is washed with water, dried over magnesium sulfate and evaporated to yield 3,7-dimethyloct-6-enyl p-nitrophenyl sulfide which is used as the starting material in the process ...